This data is from the Open Reaction Database (ORD), a public repository of structured organic reaction records. The task is: describe an organic reaction: reactants, conditions, products, and yield Reactants: 3-dimethylamino-1-(2-methylamino-4-methyl-thiazol-5-yl)-propenone, [N+](=O)(O)[O-].N(C(=N)N)C=1C=C(CNC(C)=O)C=CC1 (N-(3-guanidino-benzyl)-acetamide nitrate), CC#N (MeCN), CC=1N=C(SC1C1=NC(=NC=C1)NC1=CC=C(C=C1)N1CCN(CC1)C(C)=O)NC (1-(4-{4-[4-(4-Methyl-2-methylamino-thiazol-5-yl)-pyrimidin-2-ylamino]-phenyl}-piperazin-1-yl)-ethanone), CC=1N=C(SC1C1=NC(=NC=C1)NC=1C=C(CNC(C)=O)C=CC1)NC (N-{3-[4-(4-Methyl-2-methylamino-thiazol-5-yl)-pyrimidin-2-ylamino]-benzyl}-acetamide), CC#N (MeCN). Run in Cl (HCl). Product: CC=1N=C(SC1C1=NC(=NC=C1)NC1=CC=C(C=C1)N1CCNCC1)NC ([4-(4-Methyl-2-methylamino-thiazol-5-yl)-pyrimidin-2-yl]-(4-piperazin-1-yl-phenyl)-amine). As a reaction SMILES: [CH3:1][C:2]1[N:3]=[C:4]([NH:29][CH3:30])[S:5][C:6]=1[C:7]1[CH:12]=[CH:11][N:10]=[C:9]([NH:13][C:14]2[CH:19]=[CH:18][C:17]([N:20]3[CH2:25][CH2:24][N:23](C(=O)C)[CH2:22][CH2:21]3)=[CH:16][CH:15]=2)[N:8]=1.CC#N.CC1N=C(NC)SC=1C1C=CN=C(NC2C=C(C=CC=2)CNC(=O)C)N=1.[N+]([O-])(O)=O.N(C1C=C(C=CC=1)CNC(=O)C)C(N)=N>Cl>[CH3:1][C:2]1[N:3]=[C:4]([NH:29][CH3:30])[S:5][C:6]=1[C:7]1[CH:12]=[CH:11][N:10]=[C:9]([NH:13][C:14]2[CH:15]=[CH:16][C:17]([N:20]3[CH2:21][CH2:22][NH:23][CH2:24][CH2:25]3)=[CH:18][CH:19]=2)[N:8]=1 |f:3.4|. Reported procedure: By hydrolysis of 1-(4-{4-[4-(4-Methyl-2-methylamino-thiazol-5-yl)-pyrimidin-2-ylamino]-phenyl}-piperazin-1-yl)-ethanone in 2 M aq HCl. Yellow solid. Anal. RP-HPLC: tR=8.8 min (10-70% MeCN, purity >95%). 1H-NMR (DMSO-d6) δ: 2.45 (3, 3H, CH3), 2.83 (t, 4H, J=5.9 Hz, CH2), 2.85 (d, 3H, J=4.9 Hz, CH2), 2.95 (t, 4H, J=4.9 Hz, CH2), 6.81 (d, 1H, J=5.4 Hz, pyrimidinyl-H), 6.85 (d, 2H, J=9.3 Hz, Ph-H), 7.58 (d, 2H, J=8.8 Hz, Ph-H), 7.99 (m, 1H, NH), 8.26 (d, 1H, J=5.4 Hz, pyrimidinyl-H), 9.14 (brs, 1H).... Reactants: CS(=O)(=O)OCc1cc2c(cn1)ncn2-c1cc(OCc2ccccc2C(F)(F)F)c(C(N)=O)s1, CN1CCNCC1, ClCCl. Yields the product CN1CCN(Cc2cc3c(cn2)ncn3-c2cc(OCc3ccccc3C(F)(F)F)c(C(N)=O)s2)CC1. Reaction SMILES: [CH3:1][S:2]([O:3][CH2:6][c:7]1[cH:8][c:9]2[c:10]([cH:11][n:12]1)[n:13][cH:14][n:15]2-[c:16]1[s:17][c:18]([C:33]([NH2:34])=[O:35])[c:19]([O:21][CH2:22][c:23]2[c:24]([C:29]([F:30])([F:31])[F:32])[cH:25][cH:26][cH:27][cH:28]2)[cH:20]1)(=[O:4])=[O:5].[CH3:36][N:37]1[CH2:38][CH2:39][NH:40][CH2:41][CH2:42]1.[Cl:43][CH2:44][Cl:45]>>[CH2:6]([c:7]1[cH:8][c:9]2[c:10]([cH:11][n:12]1)[n:13][cH:14][n:15]2-[c:16]1[s:17][c:18]([C:33]([NH2:34])=[O:35])[c:19]([O:21][CH2:22][c:23]2[c:24]([C:29]([F:30])([F:31])[F:32])[cH:25][cH:26][cH:27][cH:28]2)[cH:20]1)[N:40]1[CH2:39][CH2:38][N:37]([CH3:36])[CH2:42][CH2:41]1. Starting materials: CCOC(=O)CBr, CCOP(=O)(OCC)OCC. Product: CCOC(=O)CP(=O)(OCC)OCC. Reaction SMILES: [Br:1][CH2:2][C:3](=[O:4])[O:5][CH2:6][CH3:7].[CH3:8][CH2:9][O:10][P:11](=[O:12])([O:13][CH2:14][CH3:15])[O:16][CH2:17][CH3:18]>>[CH2:2]([C:3](=[O:4])[O:5][CH2:6][CH3:7])[P:11]([O:10][CH2:9][CH3:8])(=[O:12])[O:13][CH2:14][CH3:15].